From a dataset of the Open Reaction Database (ORD), a public repository of structured organic reaction records. describe an organic reaction: reactants, conditions, products, and yield The reactants are NCC1(CCN(CC1)C(=O)C1=CC(=C(C=C1)F)Cl)F ((4-aminomethyl-4-fluoropiperidin-1-yl)-(3-chloro-4-fluorophenyl)methanone), O1C(=CC=C1)C1=CC=CC(=N1)C=O (6-furan-2-yl-pyridine-2-carbaldehyde), [BH4-].[K+] (potassium borohydride). Run in C1(=CC=CC=C1)C (toluene). Run at time 5 hour. The product is ClC=1C=C(C=CC1F)C(=O)N1CCC(CC1)(CNCC1=NC(=CC=C1)C=1OC=CC1)F ((3-chloro-4-fluorophenyl)-(4-fluoro-4-{[(6-furan-2-yl-pyridin-2-yl-methyl)amino]methyl}-piperidin-1-yl)methanone). As a reaction SMILES: [NH2:1][CH2:2][C:3]1([F:19])[CH2:8][CH2:7][N:6]([C:9]([C:11]2[CH:16]=[CH:15][C:14]([F:17])=[C:13]([Cl:18])[CH:12]=2)=[O:10])[CH2:5][CH2:4]1.[O:20]1[CH:24]=[CH:23][CH:22]=[C:21]1[C:25]1[N:30]=[C:29]([CH:31]=O)[CH:28]=[CH:27][CH:26]=1.[BH4-].[K+]>C1(C)C=CC=CC=1>[Cl:18][C:13]1[CH:12]=[C:11]([C:9]([N:6]2[CH2:7][CH2:8][C:3]([F:19])([CH2:2][NH:1][CH2:31][C:29]3[CH:28]=[CH:27][CH:26]=[C:25]([C:21]4[O:20][CH:24]=[CH:23][CH:22]=4)[N:30]=3)[CH2:4][CH2:5]2)=[O:10])[CH:16]=[CH:15][C:14]=1[F:17] |f:2.3|. Reported procedure: 0.687 g of (4-aminomethyl-4-fluoropiperidin-1-yl)-(3-chloro-4-fluorophenyl)methanone (2.38 mmol) and 0.371 g of 6-furan-2-yl-pyridine-2-carbaldehyde (2.38 mmol) are mixed in 25 ml of toluene. The solution is heated under reflux under a nitrogen atmosphere for 2 hours, removing the water formed continuously. The toluene is evaporated off, the residue is taken up in 25 ml of methanol and then 0.257 g of potassium borohydride (4.51 mmol) is added in portions. The reaction mixture is stirred for 5 h... Starting materials: FC(C(=O)O)(F)F (Trifluoroacetic acid), BrC1=CC=C(C(=C1CCC1N(CCC1)C(=O)OC(C)(C)C)C(=O)OC)NC(C(C)(C)C)=O (tert-butyl 2-{2-[6-bromo-3-(2,2-dimethylpropionylamino)-2-methoxycarbonylphenyl]-ethyl}-pyrrolidine-1-carboxylate), BrC1=CC=C(C(=C1CCC1N(CCC1)C(=O)OC(C)(C)C)C(=O)OC)NC(C(C)(C)C)=O (tert-butyl 2-{2-[6-bromo-3-(2,2-dimethylpropionylamino)-2-methoxycarbonylphenyl]-ethyl}-pyrrolidine-1-carboxylate). Solvent: C(Cl)Cl (DCM). Reaction conditions: time 30 minute. Yields the product BrC=1C(=C(C(=O)OC)C(=CC1)NC(C(C)(C)C)=O)CCC1NCCC1 (methyl 3-bromo-6-(2,2-dimethylpropionylamino)-2-(2-pyrrolidin-2-yl-ethyl)benzoate). The yield is 100.4%. RXN SMILES: FC(F)(F)C(O)=O.[Br:8][C:9]1[C:14]([CH2:15][CH2:16][CH:17]2[CH2:21][CH2:20][CH2:19][N:18]2C(OC(C)(C)C)=O)=[C:13]([C:29]([O:31][CH3:32])=[O:30])[C:12]([NH:33][C:34](=[O:39])[C:35]([CH3:38])([CH3:37])[CH3:36])=[CH:11][CH:10]=1>C(Cl)Cl>[Br:8][C:9]1[C:14]([CH2:15][CH2:16][CH:17]2[CH2:21][CH2:20][CH2:19][NH:18]2)=[C:13]([C:12]([NH:33][C:34](=[O:39])[C:35]([CH3:37])([CH3:38])[CH3:36])=[CH:11][CH:10]=1)[C:29]([O:31][CH3:32])=[O:30]. Reported procedure: Trifluoroacetic acid (15 mL) was added to a solution of tert-butyl 2-{2-[6-bromo-3-(2,2-dimethylpropionylamino)-2-methoxycarbonylphenyl]-ethyl}-pyrrolidine-1-carboxylate (Intermediate 36, 2.54 g) in DCM (15 mL) and the mixture was left to stand at room temperature for 30 minutes. The resultant solution was concentrated in vacuo and the residue was partitioned between ethyl acetate and potassium carbonate solution. The organic layer was dried (Na2SO4) and filtered and the filtrate was concentrate... The reactants are BrC=1C=C2C(=CNC2=CC1)C=1CCN(CC1)C (5-bromo-3-(1-methyl-1,2,3,6-tetrahydropyridin-4-yl)-1H-indole), BrC=1C=C2C=CNC2=CC1 (5-bromoindole), CN1CCC(CC1)=O (1-methylpiperidin-4-one), [OH-].[K+] (KOH), CC=CNS(=O)=O (N-methylvinylsulfonamide). Solvent: CO (methanol). Yields the product CNS(=O)(=O)CCC=1C=CC2=C(C1)C(=CN2)C3CCN(CC3)C (naratriptan). Reaction SMILES: BrC1C=C2C(=[CH:9][CH:10]=1)NC=C2.CN1CCC(=O)CC1.[OH-].[K+].Br[C:22]1[CH:23]=[C:24]2[C:28](=[CH:29][CH:30]=1)[NH:27][CH:26]=[C:25]2[C:31]1[CH2:32][CH2:33][N:34]([CH3:37])[CH2:35][CH:36]=1.CC=[CH:40][NH:41][SH:42](=[O:44])=[O:43]>CO>[CH3:40][NH:41][S:42]([CH2:9][CH2:10][C:22]1[CH:30]=[CH:29][C:28]2[NH:27][CH:26]=[C:25]([CH:31]3[CH2:32][CH2:33][N:34]([CH3:37])[CH2:35][CH2:36]3)[C:24]=2[CH:23]=1)(=[O:44])=[O:43] |f:2.3|. Reported procedure: In another process as described in US '841, if the reaction of 5-bromoindole with 1-methylpiperidin-4-one by means of KOH in methanol is carried out at reflux temperature the resulting product is 5-bromo-3-(1-methyl-1,2,3,6-tetrahydropyridin-4-yl)-1H-indole which is further condensed with N-methylvinylsulfonamide as described above to obtain naratriptan. The reactants are ClC1=C(C=C(C(=N1)C(=O)OC)C(=O)OC)C=O (dimethyl 6-chloro-5-formylpyridine-2,3-dicarboxylate), C[O-].[Na+] (sodium methoxide), C(Cl)Cl (methylene chloride), C(C)(=O)O (acetic acid). The solvent is CO (methanol), CO (methanol). Reaction conditions: temperature 90 celsius, time 15 hour. Yields the product C(=O)C=1C=C(C(=NC1OC)C(=O)OC)C(=O)OC (Dimethyl 5-formyl-6-methoxypyridine-2,3-dicarboxylate). Yield: 63.0%. As a reaction SMILES: Cl[C:2]1[N:7]=[C:6]([C:8]([O:10][CH3:11])=[O:9])[C:5]([C:12]([O:14][CH3:15])=[O:13])=[CH:4][C:3]=1[CH:16]=[O:17].C[O-].[Na+].[C:21](O)(=[O:23])C.C(Cl)Cl>CO>[CH:16]([C:3]1[CH:4]=[C:5]([C:12]([O:14][CH3:15])=[O:13])[C:6]([C:8]([O:10][CH3:11])=[O:9])=[N:7][C:2]=1[O:23][CH3:21])=[O:17] |f:1.2|. Reported procedure: A solution of dimethyl 6-chloro-5-formylpyridine-2,3-dicarboxylate (1.0 g, 0.0039 mol) in methanol (10 mL) is added to sodium methoxide (0.42 g, 0.0078 mol) in methanol (2 mL). The resulting mixture is stirred for 15 hours at 90° C. After cooling to room temperature, the reaction mixture is acidified to pH 3.0 with acetic acid. The reaction is poured into methylene chloride, washed with water, dried over anhydrous magnesium sulfate and concentrated in vacuo to yield the title compound (0.62 g, 6... Reactants: CC(C)(C)OC(=O)N1CCC(c2nc(Br)cn2CCOS(C)(=O)=O)CC1, C1CCNC1, CN(C)C=O, CCOC(C)=O. Yields the product CC(C)(C)OC(=O)N1CCC(c2nc(Br)cn2CCN2CCCC2)CC1. Reaction SMILES: [Br:1][c:2]1[n:3][c:4]([CH:14]2[CH2:15][CH2:16][N:17]([C:20](=[O:21])[O:22][C:23]([CH3:24])([CH3:25])[CH3:26])[CH2:18][CH2:19]2)[n:5]([CH2:7][CH2:8][O:9][S:10]([CH3:11])(=[O:12])=[O:13])[cH:6]1.[CH2:32]1[CH2:33][CH2:34][NH:35][CH2:36]1.[CH3:27][N:28]([CH3:29])[CH:30]=[O:31].[CH3:37][CH2:38][O:39][C:40](=[O:41])[CH3:42]>>[Br:1][c:2]1[n:3][c:4]([CH:14]2[CH2:15][CH2:16][N:17]([C:20](=[O:21])[O:22][C:23]([CH3:24])([CH3:25])[CH3:26])[CH2:18][CH2:19]2)[n:5]([CH2:7][CH2:8][N:35]2[CH2:34][CH2:33][CH2:32][CH2:36]2)[cH:6]1.